Dataset: the Open Reaction Database (ORD), a public repository of structured organic reaction records. Task: describe an organic reaction: reactants, conditions, products, and yield The product is ONC(CC1=CC(=CC=C1)I)=N (N-hydroxy-2-(3-iodo-phenyl)-acetamidine). Run at temperature 50 celsius. Isolated yield 96.7%. The solvent is O (H2O). RXN SMILES: C(=O)([O-])[O-].[Na+].[Na+].[I:7][C:8]1[CH:9]=[C:10]([CH2:14][C:15]#[N:16])[CH:11]=[CH:12][CH:13]=1.Cl.[NH2:18][OH:19].CCO>O>[OH:19][NH:18][C:15](=[NH:16])[CH2:14][C:10]1[CH:11]=[CH:12][CH:13]=[C:8]([I:7])[CH:9]=1 |f:0.1.2,4.5|. Procedure: Add sodium carbonate (2.0 g, 18.5 mmol) to a mixture of 3-iodophenylacetonitrile (4.5 g, 18.5 mmol) and hydroxylamine hydrochloride (1.3 g, 18.5 mmol) in 10:1 EtOH:H2O (11 mL). Heat the reaction mixture to 50° C. for 2 days. Cool to RT, then filter to remove the solids. Concentrate the filtrate to afford the title compound (4.94 g). LC-MS (m/e): 277 (M+1). The reactants are IC=1C=C(C=CC1)CC#N (3-iodophenylacetonitrile), Cl.NO (hydroxylamine hydrochloride), CCO (EtOH), C([O-])([O-])=O.[Na+].[Na+] (sodium carbonate). Starting materials: ClCCl, CC(C)(C)OC(=O)NC(C(=O)F)c1ccsc1, Nc1ccc2c(O)nccc2c1, [Na+], O=C([O-])O, O. The product is CC(C)(C)OC(=O)NC(C(=O)Nc1ccc2c(O)nccc2c1)c1ccsc1. RXN SMILES: [Cl:36][CH2:37][Cl:38].[F:18][C:19]([CH:20]([c:21]1[cH:22][s:23][cH:24][cH:25]1)[NH:26][C:27]([O:28][C:29]([CH3:30])([CH3:31])[CH3:32])=[O:33])=[O:34].[NH2:1][c:2]1[cH:3][c:4]2[cH:5][cH:6][n:7][c:8]([OH:12])[c:9]2[cH:10][cH:11]1.[Na+:17].[O-:13][C:14]([OH:15])=[O:16].[OH2:35]>>[NH:1]([c:2]1[cH:3][c:4]2[cH:5][cH:6][n:7][c:8]([OH:12])[c:9]2[cH:10][cH:11]1)[C:19]([CH:20]([c:21]1[cH:22][s:23][cH:24][cH:25]1)[NH:26][C:27]([O:28][C:29]([CH3:30])([CH3:31])[CH3:32])=[O:33])=[O:34]. Reactants: C(=O)([O-])[O-].[K+].[K+] (K2CO3), BrCCC1=CC=C(C=C1)F (1-(2-bromoethyl)-4-fluorobenzene), COC(\C=C\C=1C=C2C(CC3(CN(C3)C(=O)OC(C)(C)C)OC2=CC1)=O)=O ((E)-3-[1′-tert-butoxycarbonyl-4-oxo-spiro(chromane-2,3′-azetidine)-6-yl]-acrylic acid methyl ester). The solvent is C(C)#N (acetonitrile). Run at temperature 70 celsius, time 54 hour. Yields the product COC(\C=C\C=1C=C2C(CC3(CN(C3)CCC3=CC=C(C=C3)F)OC2=CC1)=O)=O ((E)-3-{1′-[2-(4-fluoro-phenyl)-ethyl]-4-oxo-spiro(chromane-2,3′-azetidine)-6-yl}-acrylic acid methyl ester). Yield: 29.2%. As a reaction SMILES: C([O-])([O-])=O.[K+].[K+].Br[CH2:8][CH2:9][C:10]1[CH:15]=[CH:14][C:13]([F:16])=[CH:12][CH:11]=1.[CH3:17][O:18][C:19](=[O:43])/[CH:20]=[CH:21]/[C:22]1[CH:23]=[C:24]2[C:39](=[CH:40][CH:41]=1)[O:38][C:27]1([CH2:30][N:29](C(OC(C)(C)C)=O)[CH2:28]1)[CH2:26][C:25]2=[O:42]>C(#N)C>[CH3:17][O:18][C:19](=[O:43])/[CH:20]=[CH:21]/[C:22]1[CH:23]=[C:24]2[C:39](=[CH:40][CH:41]=1)[O:38][C:27]1([CH2:30][N:29]([CH2:8][CH2:9][C:10]3[CH:15]=[CH:14][C:13]([F:16])=[CH:12][CH:11]=3)[CH2:28]1)[CH2:26][C:25]2=[O:42] |f:0.1.2|. Procedure details: K2CO3 (285 mg, 2.06 mmol) and 1-(2-bromoethyl)-4-fluorobenzene (0.43 ml, 3.1 mmol) were added to a suspension of Intermediate 4 (320 mg, 1.04 mmol) in acetonitrile (30 ml) and the mixture was stirred at 70° C. for 54 h. The solvent was evaporated and the residue was partitioned between water and DCM. The organic phase was dried over Na2SO4, filtered and evaporated. The crude residue was purified by column chromatography on silica gel (eluent:petroleum ether:EtOAc 6:4) to give (E)-3-{1′-[2-(4-flu...